Dataset: the Open Reaction Database (ORD), a public repository of structured organic reaction records. Task: describe an organic reaction: reactants, conditions, products, and yield Reactants: C(=O)(N1C=NC=C1)N1C=NC=C1 (1,1′-carbonyldiimidazole), NC=1SC=C(N1)CC(=O)O ((2-aminothiazole-4-yl)-acetic acid), N[C@H]1[C@H]2SCC(=C(N2C1=O)C(=O)O)/C=C\1/C(N(CC1)CC1CC1)=O ((E)-(6R,7R)-7-amino-3-(1-cyclopropylmethyl-2-oxo-pyrrolidin-3-ylidenemethyl)-8-oxo-5-thia-1-azabicyclo[4.2.0]oct-2-ene-2-carboxylic acid). The solvent is CN(C=O)C (N,N-dimethylformamide). The product is NC=1SC=C(N1)CC(=O)N[C@H]1[C@H]2SCC(=C(N2C1=O)C(=O)O)/C=C\1/C(N(CC1)CC1CC1)=O ((E)-(6R,7R)-7-[2-(2-Amino-thiazol-4-yl)-acetylamino]-3-(1-cyclopropylmethyl-2-oxo-pyrrolidin-3-ylidenemethyl)-8-oxo-5-thia-1-aza-bicyclo[4.2.0]oct-2-ene-2-carboxylic acid). Reaction SMILES: C(N1C=CN=C1)(N1C=CN=C1)=O.[NH2:13][C:14]1[S:15][CH:16]=[C:17]([CH2:19][C:20]([OH:22])=O)[N:18]=1.[NH2:23][C@@H:24]1[C:31](=[O:32])[N:30]2[C@@H:25]1[S:26][CH2:27][C:28](/[CH:36]=[C:37]1/[C:38](=[O:46])[N:39]([CH2:42][CH:43]3[CH2:45][CH2:44]3)[CH2:40][CH2:41]/1)=[C:29]2[C:33]([OH:35])=[O:34]>CN(C)C=O>[NH2:13][C:14]1[S:15][CH:16]=[C:17]([CH2:19][C:20]([NH:23][C@@H:24]2[C:31](=[O:32])[N:30]3[C@@H:25]2[S:26][CH2:27][C:28](/[CH:36]=[C:37]2/[C:38](=[O:46])[N:39]([CH2:42][CH:43]4[CH2:45][CH2:44]4)[CH2:40][CH2:41]/2)=[C:29]3[C:33]([OH:35])=[O:34])=[O:22])[N:18]=1. Procedure details: With 167.0 mg (1.03 mmol) 1,1′-carbonyldiimidazole, 163.0 mg (1.03 mmol) (2-aminothiazole-4-yl)-acetic acid and 300.0 mg (0.86 mmol) (E)-(6R,7R)-7-amino-3-(1-cyclopropylmethyl-2-oxo-pyrrolidin-3-ylidenemethyl)-8-oxo-5-thia-1-azabicyclo[4.2.0]oct-2-ene-2-carboxylic acid in 6 ml N,N-dimethylformamide. The resulting solid was purified by reversed phase chromatography (RP-18 LiChroPrep gel, water:acetonitrile=9:1). The organic solvent was stripped off at a rotary evaporator and the aqueous phase was... Reactants: ClC=1C=C(C(=O)OCC)C=CC1NC(C1=C(C=CC=C1)C1=C(C=CC=C1)C)=O (ethyl 3-chloro-4-[2-(2-methylphenyl)-benzoylamino]benzoate), [OH-].[Na+] (sodium hydroxide). Solvent: C(C)O (ethanol). Conditions: time 5 hour. Product: ClC=1C=C(C(=O)O)C=CC1NC(C1=C(C=CC=C1)C1=C(C=CC=C1)C)=O (3-chloro-4 [2-(2-methylphenyl)benzoylamino]benzoic acid). Isolated yield 83.4%. RXN SMILES: [Cl:1][C:2]1[CH:3]=[C:4]([CH:10]=[CH:11][C:12]=1[NH:13][C:14](=[O:28])[C:15]1[CH:20]=[CH:19][CH:18]=[CH:17][C:16]=1[C:21]1[CH:26]=[CH:25][CH:24]=[CH:23][C:22]=1[CH3:27])[C:5]([O:7]CC)=[O:6].[OH-].[Na+]>C(O)C>[Cl:1][C:2]1[CH:3]=[C:4]([CH:10]=[CH:11][C:12]=1[NH:13][C:14](=[O:28])[C:15]1[CH:20]=[CH:19][CH:18]=[CH:17][C:16]=1[C:21]1[CH:26]=[CH:25][CH:24]=[CH:23][C:22]=1[CH3:27])[C:5]([OH:7])=[O:6] |f:1.2|. Reported procedure: The mixture of ethyl 3-chloro-4-[2-(2-methylphenyl)-benzoylamino]benzoate (4.0 g), 1N sodium hydroxide aqueous solution (15 ml) and ethanol (30 ml) was stirred for 5 hours at ambient temperature. Ethanol was removed in vacuo and the residue was washed with diethyl ether and the aqueous layer was acidified with 1N hydrochloric acid and diluted with ethyl acetate. The solution was washed with brine and dried over magnesium sulfate. Filtering and the removal of solvent afforded crude 3-chloro-4 [2-... Starting materials: [H-].C(C(C)C)[Al+]CC(C)C (Diisobutylaluminum hydride), C(#N)C1(CCC2(CC1)OCCO2)C2=CC(=C(C=C2)OC)OC2CCCC2 (4-cyano-4-(3-cyclopentyloxy-4-methoxyphenyl)-1,1-(ethylenedioxy)cyclohexane), S([O-])(O)=O.[Na+] (sodium bisulfite). The solvent is C1(=CC=CC=C1)C (toluene). Conditions: time 18 hour. Product: C1(CCCC1)OC=1C=C(C=CC1OC)C1(CCC2(CC1)OCCO2)C=O (4-(3-cyclopentyloxy-4-methoxyphenyl)-1,1-(ethylenedioxy)-4-formylcyclohexane). RXN SMILES: [H-].C([Al+]CC(C)C)C(C)C.[C:11]([C:13]1([C:23]2[CH:28]=[CH:27][C:26]([O:29][CH3:30])=[C:25]([O:31][CH:32]3[CH2:36][CH2:35][CH2:34][CH2:33]3)[CH:24]=2)[CH2:18][CH2:17][C:16]2([O:22][CH2:21][CH2:20][O:19]2)[CH2:15][CH2:14]1)#N.S(=O)(O)[O-:38].[Na+]>C1(C)C=CC=CC=1>[CH:32]1([O:31][C:25]2[CH:24]=[C:23]([C:13]3([CH:11]=[O:38])[CH2:18][CH2:17][C:16]4([O:19][CH2:20][CH2:21][O:22]4)[CH2:15][CH2:14]3)[CH:28]=[CH:27][C:26]=2[O:29][CH3:30])[CH2:36][CH2:35][CH2:34][CH2:33]1 |f:0.1,3.4|. Procedure details: Diisobutylaluminum hydride (1.0M in toluene, 8.13 mL, 8.13 mmol) was added dropwise to a solution of 4-cyano-4-(3-cyclopentyloxy-4-methoxyphenyl)-1,1-(ethylenedioxy)cyclohexane (1.16 g, 3.19 mmol) dissolved in toluene (20 mL) under an argon atmosphere. After 18 h at room temperature, saturated aqueous sodium bisulfite (100 mL) was added and the mixture was extracted three times with dichloromethane. The combined organic extract was washed with brine, was dried (potassium carbonate) and was evapo... As a reaction SMILES: [Cl:1][C:2]1[C:3]([N+:16]([O-:18])=[O:17])=[C:4]([S:12](Cl)(=[O:14])=[O:13])[C:5]([CH3:11])=[CH:6][C:7]=1[N+:8]([O-:10])=[O:9].CC(C)=O.[NH3:23]>O>[Cl:1][C:2]1[C:3]([N+:16]([O-:18])=[O:17])=[C:4]([S:12]([NH2:23])(=[O:14])=[O:13])[C:5]([CH3:11])=[CH:6][C:7]=1[N+:8]([O-:10])=[O:9]. Procedure details: 4-Chloro-3,5-dinitro-o-toluenesulfonyl chloride (10 grams, 0.0318 mole) is dissolved in 150 ml. of acetone and chilled to -15° C. Ammonia (1.08 grams, 0.064 mole) is condensed and then vaporized into the acetone solution. When the addition is complete, the reaction mixture is poured into an equal volume of water and the precipitated solid collected. The crude yield of white solid is 6.8 grams with melting point 205° C. to 215° C. The solvent is O (water). Product: ClC=1C(=C(C(=CC1[N+](=O)[O-])C)S(=O)(=O)N)[N+](=O)[O-] (4-Chloro-3,5-dinitro-o-toluenesulfonamide). Reactants: ClC=1C(=C(C(=CC1[N+](=O)[O-])C)S(=O)(=O)Cl)[N+](=O)[O-] (4-Chloro-3,5-dinitro-o-toluenesulfonyl chloride), CC(=O)C (acetone), CC(=O)C (acetone), N (Ammonia). Procedure: 4-Bromo-7-chloro-2,5-dihydro-1H-pyrido[4,3-b]indol-1-one (35.55 g, 119 mmol), zinc cyanide (9.82 g, 84 mmol), and Pd(PPh3)4 (13.81 g, 11.95 mmol) were combined and stored under vacuum for 20 min before DMF (300 mL, presparged with nitrogen for 1 h) was transferred to the mixture via cannula. The reaction mixture was heated to 90° C. overnight. Additional Pd(PPh3)4 (13.0 g, 11.2 mmol) was added to the mixture, and the resultant mixture was heated to 90° C. for 20 h, cooled to room temperature, an... Product: ClC=1C=CC=2C3=C(NC2C1)C(=CNC3=O)C#N (7-Chloro-1-oxo-2,5-dihydro-1H-pyrido[4,3-b]indole-4-carbonitrile). Reagents/catalysts: [C-]#N.[Zn+2].[C-]#N (zinc cyanide), C=1C=CC(=CC1)[P](C=2C=CC=CC2)(C=3C=CC=CC3)[Pd]([P](C=4C=CC=CC4)(C=5C=CC=CC5)C=6C=CC=CC6)([P](C=7C=CC=CC7)(C=8C=CC=CC8)C=9C=CC=CC9)[P](C=1C=CC=CC1)(C=1C=CC=CC1)C=1C=CC=CC1 (Pd(PPh3)4), C=1C=CC(=CC1)[P](C=2C=CC=CC2)(C=3C=CC=CC3)[Pd]([P](C=4C=CC=CC4)(C=5C=CC=CC5)C=6C=CC=CC6)([P](C=7C=CC=CC7)(C=8C=CC=CC8)C=9C=CC=CC9)[P](C=1C=CC=CC1)(C=1C=CC=CC1)C=1C=CC=CC1 (Pd(PPh3)4). Reactants: BrC1=CNC(C2=C1NC=1C=C(C=CC21)Cl)=O (4-Bromo-7-chloro-2,5-dihydro-1H-pyrido[4,3-b]indol-1-one), resultant mixture, CN(C)C=O (DMF). Conditions: temperature 90 celsius, time 1 day. As a reaction SMILES: Br[C:2]1[C:7]2[NH:8][C:9]3[CH:10]=[C:11]([Cl:15])[CH:12]=[CH:13][C:14]=3[C:6]=2[C:5](=[O:16])[NH:4][CH:3]=1.[CH3:17][N:18](C=O)C>[C-]#N.[Zn+2].[C-]#N.C1C=CC([P]([Pd]([P](C2C=CC=CC=2)(C2C=CC=CC=2)C2C=CC=CC=2)([P](C2C=CC=CC=2)(C2C=CC=CC=2)C2C=CC=CC=2)[P](C2C=CC=CC=2)(C2C=CC=CC=2)C2C=CC=CC=2)(C2C=CC=CC=2)C2C=CC=CC=2)=CC=1>[Cl:15][C:11]1[CH:12]=[CH:13][C:14]2[C:6]3[C:5](=[O:16])[NH:4][CH:3]=[C:2]([C:17]#[N:18])[C:7]=3[NH:8][C:9]=2[CH:10]=1 |f:2.3.4,^1:30,32,51,70|. Reactants: C(C)(C)(C)OC(N(C)C(C)C(NC(C(C)C)C(=O)N1C2C(CC1)N(CC2C2=CNC1=CC(=CC=C21)F)C2=NC=CC=N2)=O)=O ((1-{1-[6-(6-Fluoro-1H-indol-3-yl)-4-pyrimidin-2-yl-hexahydro-pyrrolo[3,2-b]pyrrole-1-carbonyl]-2-methyl-propylcarbamoyl}-ethyl)-methyl-carbamic acid tert-butyl ester), C(=O)(C(F)(F)F)O (TFA). The solvent is C(Cl)Cl (DCM). Conditions: time 2 hour. Product: FC1=CC=C2C(=CNC2=C1)C1CN(C2C1N(CC2)C(=O)C(C(C)C)NC(C(C)NC)=O)C2=NC=CC=N2 (N-{1-[6-(6-Fluoro-1H-indol-3-yl)-4-pyrimidin-2-yl-hexahydro-pyrrolo[3,2-b]pyrrole-1-carbonyl]-2-methyl-propyl}-2-methylamino-propionamide). Reaction SMILES: C(O[C:6](=O)[N:7]([CH:9]([C:11](=[O:43])[NH:12][CH:13]([C:17]([N:19]1[CH2:23][CH2:22][CH:21]2[N:24]([C:37]3[N:42]=[CH:41][CH:40]=[CH:39][N:38]=3)[CH2:25][CH:26]([C:27]3[C:35]4[C:30](=[CH:31][C:32]([F:36])=[CH:33][CH:34]=4)[NH:29][CH:28]=3)[CH:20]12)=[O:18])[CH:14]([CH3:16])[CH3:15])[CH3:10])C)(C)(C)C.C(O)(C(F)(F)F)=O>C(Cl)Cl>[F:36][C:32]1[CH:31]=[C:30]2[C:35]([C:27]([CH:26]3[CH:20]4[N:19]([C:17]([CH:13]([NH:12][C:11](=[O:43])[CH:9]([NH:7][CH3:6])[CH3:10])[CH:14]([CH3:15])[CH3:16])=[O:18])[CH2:23][CH2:22][CH:21]4[N:24]([C:37]4[N:42]=[CH:41][CH:40]=[CH:39][N:38]=4)[CH2:25]3)=[CH:28][NH:29]2)=[CH:34][CH:33]=1. Reported procedure: To a solution containing 74 (202 mg, 0.33 mmol) in DCM (10 mL) was added TFA (4 mL) at 0° C. After 2 h, the reaction mixture was concentrated in vacuo. The residue was dissolved in EtOAc and the resultant organic solution was washed successively with saturated aqueous NaHCO3 and brine, dried over anhydrous Na2SO4, filtered, and concentrated. The crude product was purified by RP-HPLC (2″ Dynamax C18, 10-70% ACN/water containing 0.1% HOAc over 30 min; Flow: 40 mL/min) to afford 125 mg (61%, 3 step...